Dataset: the Open Reaction Database (ORD), a public repository of structured organic reaction records. Task: describe an organic reaction: reactants, conditions, products, and yield Starting materials: C1(=CC=CC=C1)CC(=O)N[C@H]1[C@@H]2N(C(=C(CS2)C=CC)C(=O)OC(C)(C)C)C1=O (tert-butyl (6R,7R)-7-phenylacetamido-3-(1-propenyl)-ceph-3-em-4-carboxylate), C1(=CC=CC=C1)CC(=O)N[C@H]1[C@@H]2N(C(=C(CS2)C=CC)C(=O)O)C1=O ((6R,7R)-7-phenylacetamido-3-(1-propenyl)-ceph-3-em-4-carboxylic acid). Solvent: ClCCl (dichloromethane). The product is C1(=CC=CC=C1)[C@H]1[C@@H]2N(C(=C(C(S2)NC(C)=O)C=CC)C(=O)OC(C)(C)C)C1=O (tert-butyl (6R,7R)-7-phenyl-acetamido-3-(1-propenyl)-ceph-3-em-4-carboxylate). RXN SMILES: C1(CC(N[C@@H:11]2[C:28](=[O:29])[N:13]3[C:14]([C:21]([O:23][C:24]([CH3:27])([CH3:26])[CH3:25])=[O:22])=[C:15]([CH:18]=[CH:19][CH3:20])[CH2:16][S:17][C@H:12]23)=O)C=CC=CC=1.[C:30]1(CC(N[C@@H]2C(=O)N3C(C(O)=O)=C(C=CC)CS[C@H]23)=O)[CH:35]=[CH:34][CH:33]=[CH:32][CH:31]=1>ClCCl>[C:30]1([C@@H:11]2[C:28](=[O:29])[N:13]3[C:14]([C:21]([O:23][C:24]([CH3:25])([CH3:26])[CH3:27])=[O:22])=[C:15]([CH:18]=[CH:19][CH3:20])[CH:16]([NH:13][C:28](=[O:29])[CH3:11])[S:17][C@H:12]23)[CH:35]=[CH:34][CH:33]=[CH:32][CH:31]=1. Procedure: To a stirred solution of tert-butyl (6R,7R)-7-phenylacetamido-3-(1-propenyl)-ceph-3-em-4-carboxylate in dichloromethane (30 ml.g-1) was added Lewis acid (3-5 equiv., see table for conditions). The formation of (6R,7R)-7-phenylacetamido-3-(1-propenyl)-ceph-3-em-4-carboxylic acid was monitored either by HPLC or TLC. The results are summarized in the table. The reactants are O=C1C(=C(C2=CC=CC=C12)C1=CC=CC=C1)C1=CC=C(C=C1)C1(CCC1)NC(OC(C)(C)C)=O (tert-butyl 1-(4-(1-oxo-3-phenyl-1H-inden-2-yl)phenyl)cyclobutylcarbamate), Cl (HCl). Run in C(Cl)Cl (DCM), CCOCC (ether). Run at time 24 hour. Product: Cl.NC1(CCC1)C1=CC=C(C=C1)C=1C(C2=CC=CC=C2C1C1=CC=CC=C1)=O (2-(4-(1-aminocyclobutyl)phenyl)-3-phenyl-1H-inden-1-one hydrochloride). Yield: 64.0%. RXN SMILES: [O:1]=[C:2]1[C:10]2[C:5](=[CH:6][CH:7]=[CH:8][CH:9]=2)[C:4]([C:11]2[CH:16]=[CH:15][CH:14]=[CH:13][CH:12]=2)=[C:3]1[C:17]1[CH:22]=[CH:21][C:20]([C:23]2([NH:27]C(=O)OC(C)(C)C)[CH2:26][CH2:25][CH2:24]2)=[CH:19][CH:18]=1.[ClH:35]>C(Cl)Cl.CCOCC>[ClH:35].[NH2:27][C:23]1([C:20]2[CH:21]=[CH:22][C:17]([C:3]3[C:2](=[O:1])[C:10]4[C:5]([C:4]=3[C:11]3[CH:12]=[CH:13][CH:14]=[CH:15][CH:16]=3)=[CH:6][CH:7]=[CH:8][CH:9]=4)=[CH:18][CH:19]=2)[CH2:26][CH2:25][CH2:24]1 |f:4.5|. Procedure: To a solution of tert-butyl 1-(4-(1-oxo-3-phenyl-1H-inden-2-yl)phenyl)cyclobutylcarbamate (6 mg, 0.0133 mmol) in DCM (1.0 mL) was added 2 M HCl in ether (2.0 mL). The reaction mixture was stirred at RT for 24 h and concentrated in vacuo to give the title compound (3 mg, 64%). 1H NMR (500 MHz, CD3OD): 7.65-7.10 (m, 13H), 2.75-2.60 (m, 2H), 2.55-2.45 (m, 2H), 2.20-2.05 (m, 1H), 1.95-1.80 (m, 1H). LCMS (Method I): [M+H]+=353. Reactants: [Br-], CC[Mg+], O=C(CCCl)c1ccccc1. The product is CCC(O)(CCCl)c1ccccc1. RXN SMILES: [Br-:12].[CH2:13]([CH3:14])[Mg+:15].[Cl:1][CH2:2][CH2:3][C:4](=[O:5])[c:6]1[cH:7][cH:8][cH:9][cH:10][cH:11]1>>[Cl:1][CH2:2][CH2:3][C:4]([OH:5])([c:6]1[cH:7][cH:8][cH:9][cH:10][cH:11]1)[CH2:13][CH3:14]. As a reaction SMILES: [CH3:29][C:30](=[O:31])[OH:32].[I-:18].[K+:17].[N:1]([O-:2])=[O:3].[NH2:5][c:6]1[cH:7][cH:8][c:9]2[c:10]([n:11]([CH3:15])[c:12](=[O:14])[o:13]2)[cH:16]1.[Na+:26].[Na+:27].[Na+:4].[OH2:28].[S:19]([S:20]([O-:21])=[O:22])([O-:23])(=[O:24])=[O:25]>>[c:6]1([I:18])[cH:7][cH:8][c:9]2[c:10]([n:11]([CH3:15])[c:12](=[O:14])[o:13]2)[cH:16]1. Reactants: CC(=O)O, [I-], [K+], O=N[O-], Cn1c(=O)oc2ccc(N)cc21, [Na+], [Na+], [Na+], O, O=S([O-])S(=O)(=O)[O-]. The product is Cn1c(=O)oc2ccc(I)cc21. Reactants: NC1=CC=C2C(CN(C2=C1)S(=O)(=O)C)CCl (6-amino-3-(chloromethyl)-1-(methanesulfonyl)indoline), C(#N)[BH3-] (cyanoborohydride), Cl (HCl), [N+](=O)([O-])C1=CC=C(C=O)C=C1 (4-nitrobenzaldehyde), O.C=1(C(=CC=CC1)S(=O)(=O)O)C (toluenesulfonic acid monohydrate). Solvent: C1=CC=CC=C1 (benzene), C1=CC=CC=C1 (benzene). Run at time 40 minute. Product: ClCC1CN(C2=CC(=CC=C12)NCC1=CC=C(C=C1)[N+](=O)[O-])S(=O)(=O)C (3-(chloromethyl)-1-(methanesulfonyl)-6-[(4-nitrobenzyl)amino]indoline). Isolated yield 87.0%. Reaction SMILES: [NH2:1][C:2]1[CH:10]=[C:9]2[C:5]([CH:6]([CH2:15][Cl:16])[CH2:7][N:8]2[S:11]([CH3:14])(=[O:13])=[O:12])=[CH:4][CH:3]=1.[N+:17]([C:20]1[CH:27]=[CH:26][C:23]([CH:24]=O)=[CH:22][CH:21]=1)([O-:19])=[O:18].O.C1(C)C(S(O)(=O)=O)=CC=CC=1.C([BH3-])#N.Cl>C1C=CC=CC=1>[Cl:16][CH2:15][CH:6]1[C:5]2[C:9](=[CH:10][C:2]([NH:1][CH2:24][C:23]3[CH:26]=[CH:27][C:20]([N+:17]([O-:19])=[O:18])=[CH:21][CH:22]=3)=[CH:3][CH:4]=2)[N:8]([S:11]([CH3:14])(=[O:12])=[O:13])[CH2:7]1 |f:2.3|. Reported procedure: A mixture of 6-amino-3-(chloromethyl)-1-(methanesulfonyl)indoline (29) [Tercel, M., Denny, W. A. and Wilson, W. R., Bioorg. Med. Chem. Lett., 1996, in press] (73 mg, 0.28 mmol), 4-nitrobenzaldehyde (51 mg, 0.34 mmol) and toluenesulfonic acid monohydrate (5 mg, 0.3 mmol) in benzene (30 mL) was heated to reflux and most of the benzene slowly distilled off over 40 min. The remaining orange-brown solution was cyanoborohydride (35 mg, 0.56 mmol) then 2N HCl (0.5 mL) were added and the mixture was sti... RXN SMILES: [CH2:36]1[CH2:37][CH2:38][NH:39][CH2:40][CH2:41]1.[CH3:12][N:13]1[CH2:14][CH2:15][N:16]([C:20](=[O:21])[c:22]2[cH:23][c:24](-[c:28]3[cH:29][cH:30][c:31]([C:33]([CH3:34])=[O:35])[o:32]3)[cH:25][cH:26][cH:27]2)[CH2:17][CH2:18][CH2:19]1.[CH3:42][c:43]1[cH:44][cH:45][cH:46][cH:47][cH:48]1.[Cl:1][c:2]1[cH:3][c:4]2[c:8]([cH:9][cH:10]1)[NH:7][C:6](=[O:11])[CH2:5]2>>[Cl:1][c:2]1[cH:3][c:4]2[c:8]([cH:9][cH:10]1)[NH:7][C:6](=[O:11])[C:5]2=[C:33]([c:31]1[cH:30][cH:29][c:28](-[c:24]2[cH:23][c:22]([C:20]([N:16]3[CH2:15][CH2:14][N:13]([CH3:12])[CH2:19][CH2:18][CH2:17]3)=[O:21])[cH:27][cH:26][cH:25]2)[o:32]1)[CH3:34]. Yields the product CC(=C1C(=O)Nc2ccc(Cl)cc21)c1ccc(-c2cccc(C(=O)N3CCCN(C)CC3)c2)o1. The reactants are C1CCNCC1, CC(=O)c1ccc(-c2cccc(C(=O)N3CCCN(C)CC3)c2)o1, Cc1ccccc1, O=C1Cc2cc(Cl)ccc2N1. Starting materials: CN, CCO, CCCOc1ccccc1-c1nc(O)cc(C(=O)OCC)n1. The product is CCCOc1ccccc1-c1nc(O)cc(C(=O)NC)n1. Reaction SMILES: [CH3:23][NH2:24].[CH3:25][CH2:26][OH:27].[OH:1][c:2]1[cH:3][c:4]([C:18]([O:20][CH2:19][CH3:21])=[O:22])[n:5][c:6](-[c:8]2[c:9]([O:14][CH2:15][CH2:16][CH3:17])[cH:10][cH:11][cH:12][cH:13]2)[n:7]1>>[OH:1][c:2]1[cH:3][c:4]([C:18](=[O:20])[NH:24][CH3:23])[n:5][c:6](-[c:8]2[c:9]([O:14][CH2:15][CH2:16][CH3:17])[cH:10][cH:11][cH:12][cH:13]2)[n:7]1. The reactants are ( I ), ClC=1N=NC(=CC1)Cl (3,6-dichloropyridazine), ClC1=C(C(=CC(=C1)N)Cl)O (2,6-dichloro-4-aminophenol). The product is ClC=1C=C(N)C=C(C1OC=1N=NC(=CC1)Cl)Cl (3,5-dichloro-4-((6-chloropyridazin-3-yl)oxy)aniline). RXN SMILES: Cl[C:2]1[N:3]=[N:4][C:5]([Cl:8])=[CH:6][CH:7]=1.[Cl:9][C:10]1[CH:15]=[C:14]([NH2:16])[CH:13]=[C:12]([Cl:17])[C:11]=1[OH:18]>>[Cl:9][C:10]1[CH:15]=[C:14]([CH:13]=[C:12]([Cl:17])[C:11]=1[O:18][C:2]1[N:3]=[N:4][C:5]([Cl:8])=[CH:6][CH:7]=1)[NH2:16]. Reported procedure: In one embodiment, the process further comprises providing the compound of Formula (I) by contacting 3,6-dichloropyridazine with 2,6-dichloro-4-aminophenol to form 3,5-dichloro-4-((6-chloropyridazin-3-yl)oxy)aniline, hydrolyzing 3,5-dichloro-4-((6-chloropyridazin-3-yl)oxy)aniline and protecting the amine group of 3,5-dichloro-4-((6-chloropyridazin-3-yl)oxy)aniline either before or after the hydrolysis to form the compound of Formula (I). The contacting of 3,6-dichloropyridazine with 2,6-dichloro...